Dataset: the Open Reaction Database (ORD), a public repository of structured organic reaction records. Task: describe an organic reaction: reactants, conditions, products, and yield The reactants are NC1=C(C(=NN1)C)C=1SC2=C(N1)C=CC(=C2)S(=O)(=O)Cl (2-(5-amino-3-methyl-1H-pyrazol-4-yl)-benzothiazole-6-sulfonyl chloride), N1(CCOCC1)CCN (2-morpholin-4-ylethylamine), CN1CCOCC1 (NMM). Run in CO (methanol). The product is N1(CCOCC1)CCNS(=O)(=O)C1=CC2=C(N=C(S2)C=2C(=NNC2N)C)C=C1 (2-(5-Amino-3-methyl-1H-pyrazol-4-yl)-benzothiazole-6-sulfonic acid (2-morpholin-4-ylethyl)-amide). The yield is 44.2%. RXN SMILES: [NH2:1][C:2]1[NH:6][N:5]=[C:4]([CH3:7])[C:3]=1[C:8]1[S:9][C:10]2[CH:16]=[C:15]([S:17](Cl)(=[O:19])=[O:18])[CH:14]=[CH:13][C:11]=2[N:12]=1.[N:21]1([CH2:27][CH2:28][NH2:29])[CH2:26][CH2:25][O:24][CH2:23][CH2:22]1.CN1CCOCC1>CO>[N:21]1([CH2:27][CH2:28][NH:29][S:17]([C:15]2[CH:14]=[CH:13][C:11]3[N:12]=[C:8]([C:3]4[C:4]([CH3:7])=[N:5][NH:6][C:2]=4[NH2:1])[S:9][C:10]=3[CH:16]=2)(=[O:19])=[O:18])[CH2:26][CH2:25][O:24][CH2:23][CH2:22]1. Procedure details: the title compound (56 mg) was prepared from crude 2-(5-amino-3-methyl-1H-pyrazol-4-yl)-benzothiazole-6-sulfonyl chloride (100 mg, 0.30 mmol), 2-morpholin-4-ylethylamine (80 μL, 0.60 mmol) and PS-NMM (0.320 g, 0.60 mmol) in 5 mL of methanol. MS (m/z, ES+): 423.5 (M+1, 100%). Yield=43%. Reactants: CCO, O=C1C(=CO)C(c2ccccc2)Oc2ccccc21, c1c[nH]cn1. Yields the product O=C1C(=Cn2ccnc2)C(c2ccccc2)Oc2ccccc21. As a reaction SMILES: [CH3:25][CH2:26][OH:27].[OH:1][CH:2]=[C:3]1[CH:4]([c:14]2[cH:15][cH:16][cH:17][cH:18][cH:19]2)[O:5][c:6]2[cH:7][cH:8][cH:9][cH:10][c:11]2[C:12]1=[O:13].[nH:20]1[cH:21][n:22][cH:23][cH:24]1>>[CH:2](=[C:3]1[CH:4]([c:14]2[cH:15][cH:16][cH:17][cH:18][cH:19]2)[O:5][c:6]2[cH:7][cH:8][cH:9][cH:10][c:11]2[C:12]1=[O:13])[n:20]1[cH:21][n:22][cH:23][cH:24]1. Reactants: CC(=O)[O-], O=C=O, CC(=O)OO, C=C1C(=O)C2CCC1C2, CC(C)=O, CC(=O)O, ClCCl, [Na+], [Na+], [Na+], O, O, O, O, O=S([O-])[O-]. Yields the product C=C1OC(=O)C2CCC1C2. As a reaction SMILES: [C:13]([O-:14])(=[O:15])[CH3:16].[C:18](=[O:19])=[O:20].[C:25]([O:26][OH:27])(=[O:28])[CH3:29].[CH2:1]=[C:2]1[C:3](=[O:9])[CH:4]2[CH2:5][CH2:6][CH:7]1[CH2:8]2.[CH3:21][C:22](=[O:23])[CH3:24].[CH3:30][C:31](=[O:32])[OH:33].[Cl:40][CH2:41][Cl:42].[Na+:17].[Na+:38].[Na+:39].[OH2:10].[OH2:11].[OH2:12].[OH2:43].[S:34]([O-:35])([O-:36])=[O:37]>>[CH2:1]=[C:2]1[CH:7]2[CH2:6][CH2:5][CH:4]([C:3](=[O:9])[O:15]1)[CH2:8]2. Reaction SMILES: Cl.[NH2:2][C:3]1[C:8]([CH:9]=[N:10]O)=[CH:7][CH:6]=[C:5]([Cl:12])[N:4]=1.N1C=CC=CC=1.FC(F)(F)C(OC(=O)C(F)(F)F)=O>O1CCOCC1.C(OCC)(=O)C.C(=O)(O)[O-].[Na+]>[NH2:2][C:3]1[C:8]([C:9]#[N:10])=[CH:7][CH:6]=[C:5]([Cl:12])[N:4]=1 |f:0.1,6.7|. Product: NC1=NC(=CC=C1C#N)Cl (2-Amino-6-chloropyridine-3-carbonitrile). Reactants: N1=CC=CC=C1 (pyridine), Cl.NC1=NC(=CC=C1C=NO)Cl (2-Amino-6-chloropyridine-3-carbaldehyde oxime hydrochloride), FC(C(=O)OC(C(F)(F)F)=O)(F)F (trifluoroacetic anhydride). Reported procedure: 11.15 g (53.6 mmol) of 2-amino-6-chloropyridine-3-carbaldehyde oxime hydrochloride (Example 27A) were initially charged in dioxane, 13 ml (161 mmol) of pyridine were added and the mixture was cooled to 0° C. 8.3 ml (58.95 mmol) of trifluoroacetic anhydride were added, and the reaction was warmed to RT and then stirred at 60° C. for 2 h. The reaction mixture was taken up in a mixture of ethyl acetate and sodium bicarbonate solution. The organic phase was washed with saturated aqueous sodium chlor... The solvent is C(C)(=O)OCC (ethyl acetate), C([O-])(O)=O.[Na+] (sodium bicarbonate), O1CCOCC1 (dioxane). Reaction conditions: temperature 0 celsius, time 2 hour. Reactants: FC1=C(C=CC(=C1)F)NC1=CC(=C(C=C1)C(=O)C1=C(C=CC(=C1)N1N=NC(=C1)CCO)C)C ([4-(2,4-Difluoro-phenylamino)-2-methyl-phenyl]-{5-[4-(2-hydroxy-ethyl)-[1,2,3]triazol-1-yl]-2-methyl-phenyl}-methanone), BrC1=CC(=C(C=C1)C(=O)C1=C(C=CC(=C1)N1N=NC(=C1)CCO)C)C ((4-Bromo-2-methyl-phenyl)-{5-[4-(2-hydroxy-ethyl)-[1,2,3]triazol-1-yl]-2-methyl-phenyl}-methanone), ClC=1C=C(C=CC1F)N (3-chloro-4-fluoro-phenylamine). Yields the product ClC=1C=C(C=CC1F)NC1=CC(=C(C=C1)C(=O)C1=C(C=CC(=C1)N1N=NC(=C1)CCO)C)C ([4-(3-Chloro-4-fluoro-phenylamino)-2-methyl-phenyl]-{5-[4-(2-hydroxy-ethyl)-[1,2,3]triazol-1-yl]-2-methyl-phenyl}-methanone). Reaction SMILES: F[C:2]1[CH:7]=[C:6]([F:8])[CH:5]=[CH:4][C:3]=1[NH:9][C:10]1[CH:15]=[CH:14][C:13]([C:16]([C:18]2[CH:23]=[C:22]([N:24]3[CH:28]=[C:27]([CH2:29][CH2:30][OH:31])[N:26]=[N:25]3)[CH:21]=[CH:20][C:19]=2[CH3:32])=[O:17])=[C:12]([CH3:33])[CH:11]=1.BrC1C=CC(C(C2C=C(N3C=C(CCO)N=N3)C=CC=2C)=O)=C(C)C=1.[Cl:59]C1C=C(N)C=CC=1F>>[Cl:59][C:7]1[CH:2]=[C:3]([NH:9][C:10]2[CH:15]=[CH:14][C:13]([C:16]([C:18]3[CH:23]=[C:22]([N:24]4[CH:28]=[C:27]([CH2:29][CH2:30][OH:31])[N:26]=[N:25]4)[CH:21]=[CH:20][C:19]=3[CH3:32])=[O:17])=[C:12]([CH3:33])[CH:11]=2)[CH:4]=[CH:5][C:6]=1[F:8]. Procedure: The reaction was carried out similarly as described in the preparation of compound 148, using compound 452 (0.13 mmol) and 3-chloro-4-fluoro-phenylamine (0.13 mmol). The crude product was purified by continuous gradient flash chromatography using MeOH/DCM/petroleum ether (40-60) 0:50:50, 0:100:0 and 5:95:0 as the eluent to afford the title compound as yellow solid. 13C NMR (DMSO-d6) δ 196.4, 152.6 (d), 147.6, 145.8, 142.3, 142.3, 138.6 (d), 135.3 (d), 134.4, 132.2, 126.9, 121.1, 120.7, 120.5, 12...